Dataset: the Open Reaction Database (ORD), a public repository of structured organic reaction records. Task: describe an organic reaction: reactants, conditions, products, and yield Reactants: N#Cc1ccc(CBr)c(F)c1, O=C([O-])[O-], CCOC(C)=O, NC(=O)C(CCC(F)(F)F)NS(=O)(=O)c1ccc(Cl)cc1, [Cs+], [Cs+], CN(C)C=O. Product: N#Cc1ccc(CN(C(CCC(F)(F)F)C(N)=O)S(=O)(=O)c2ccc(Cl)cc2)c(F)c1. As a reaction SMILES: [Br:22][CH2:23][c:24]1[c:25]([F:32])[cH:26][c:27]([C:28]#[N:29])[cH:30][cH:31]1.[C:33](=[O:34])([O-:35])[O-:36].[CH3:44][CH2:45][O:46][C:47]([CH3:48])=[O:49].[Cl:1][c:2]1[cH:3][cH:4][c:5]([S:8](=[O:9])(=[O:10])[NH:11][CH:12]([C:13](=[O:14])[NH2:15])[CH2:16][CH2:17][C:18]([F:19])([F:20])[F:21])[cH:6][cH:7]1.[Cs+:37].[Cs+:38].[O:39]=[CH:40][N:41]([CH3:42])[CH3:43]>>[Cl:1][c:2]1[cH:3][cH:4][c:5]([S:8](=[O:9])(=[O:10])[N:11]([CH:12]([C:13](=[O:14])[NH2:15])[CH2:16][CH2:17][C:18]([F:19])([F:20])[F:21])[CH2:23][c:24]2[c:25]([F:32])[cH:26][c:27]([C:28]#[N:29])[cH:30][cH:31]2)[cH:6][cH:7]1. The yield is 74.3%. The reactants are O (water), ClC1=C(SC=C1)C(=O)Cl (3-chloro-thiophene-2-carbonyl chloride), FC(OC1=CC=C(C(N)=NO)C=C1)(F)F (4-trifluoromethoxybenzamidoxime), N1=CC=CC=C1 (pyridine). Reaction SMILES: [Cl:1][C:2]1[CH:6]=[CH:5][S:4][C:3]=1[C:7](Cl)=[O:8].[F:10][C:11]([F:24])([F:23])[O:12][C:13]1[CH:22]=[CH:21][C:16]([C:17](=[N:19]O)[NH2:18])=[CH:15][CH:14]=1.N1C=CC=CC=1.O>O1CCOCC1>[Cl:1][C:2]1[CH:6]=[CH:5][S:4][C:3]=1[C:7]1[O:8][N:19]=[C:17]([C:16]2[CH:15]=[CH:14][C:13]([O:12][C:11]([F:10])([F:23])[F:24])=[CH:22][CH:21]=2)[N:18]=1. Procedure details: A solution of 3-chloro-thiophene-2-carbonyl chloride (72.4 mg, 0.4 mmol) and 4-trifluoromethoxybenzamidoxime (88 mg, 0.4 mmol) in dioxane:pyridine (11 mL, 10:1) was refluxed for 10 h and cooled to room temperature. To the stirred solution was added 20 mL of water to produce precipitates. The solid was collected by filtration and washed with dioxane:water (1:3), and dried to yield 103 mg (75%) of the title compound. 1H NMR (CDCl3): 8.20 (d, J=9.0 Hz, 2H), 7.62 (d, J=5.4 Hz, 1H), 7.35 (bd, J=9.3 H... Run in O1CCOCC1 (dioxane). The product is ClC1=C(SC=C1)C1=NC(=NO1)C1=CC=C(C=C1)OC(F)(F)F (5-(3-Chloro-thiophen-2-yl)-3-(4-trifluoromethoxyphenyl)-[1,2,4]-oxadiazole). RXN SMILES: [C:12](=[O:13])([O-:14])[O-:15].[CH3:18][O:19][c:20]1[cH:21][cH:22][cH:23][c:24]([OH:25])[cH:26]1.[CH3:29][N:30]([CH3:31])[CH:32]=[O:33].[Cl-:27].[Cl:1][c:2]1[n:3][cH:4][n:5][c:6]([O:8][CH2:9][C:10]#[CH:11])[cH:7]1.[K+:16].[K+:17].[NH4+:28]>>[c:2]1([O:25][c:24]2[cH:23][cH:22][cH:21][c:20]([O:19][CH3:18])[cH:26]2)[n:3][cH:4][n:5][c:6]([O:8][CH2:9][C:10]#[CH:11])[cH:7]1. Yields the product C#CCOc1cc(Oc2cccc(OC)c2)ncn1. The reactants are O=C([O-])[O-], COc1cccc(O)c1, CN(C)C=O, [Cl-], C#CCOc1cc(Cl)ncn1, [K+], [K+], [NH4+]. Starting materials: Brc1conc1-c1cccnc1, C1CCOC1, CCOC(C)=O, CCCCC=CB(O)O, [K+], [K+], [K+], CC(=O)[O-], CC(=O)[O-], O=P([O-])([O-])[O-], [Pd+2]. The product is CCCCC=Cc1conc1-c1cccnc1. RXN SMILES: [Br:6][c:7]1[c:8](-[c:12]2[cH:13][n:14][cH:15][cH:16][cH:17]2)[n:9][o:10][cH:11]1.[CH2:1]1[O:2][CH2:3][CH2:4][CH2:5]1.[CH3:35][CH2:36][O:37][C:38](=[O:39])[CH3:40].[CH:18](=[CH:19][CH2:20][CH2:21][CH2:22][CH3:23])[B:24]([OH:25])[OH:26].[K+:32].[K+:33].[K+:34].[O-:42][C:43]([CH3:44])=[O:45].[O-:46][C:47]([CH3:48])=[O:49].[P:27]([O-:28])([O-:29])([O-:30])=[O:31].[Pd+2:41]>>[c:7]1([CH:18]=[CH:19][CH2:20][CH2:21][CH2:22][CH3:23])[c:8](-[c:12]2[cH:13][n:14][cH:15][cH:16][cH:17]2)[n:9][o:10][cH:11]1. Starting materials: NP(N)(=O)N1CCCCC(NC(=O)OCc2ccccc2)C1=O, CCO, [Pd]. Product: NC1CCCCN(P(N)(N)=O)C1=O. RXN SMILES: [CH2:1]([O:2][C:3](=[O:4])[NH:11][CH:12]1[C:13](=[O:23])[N:14]([P:19](=[O:20])([NH2:21])[NH2:22])[CH2:15][CH2:16][CH2:17][CH2:18]1)[c:5]1[cH:6][cH:7][cH:8][cH:9][cH:10]1.[CH3:24][CH2:25][OH:26].[Pd:27]>>[NH2:11][CH:12]1[C:13](=[O:23])[N:14]([P:19](=[O:20])([NH2:21])[NH2:22])[CH2:15][CH2:16][CH2:17][CH2:18]1. Reactants: NC1=CC=C(C(=O)CC(=O)OCC)C=C1 (ethyl p-aminobenzoylacetate), C(C)(=O)OC(C)=O (acetic anhydride), O.NN (hydrazine hydrate). Solvent: C(C)#N (acetonitrile). Conditions: temperature 5 celsius, time 1 hour. Yields the product C(C)(=O)NC1=CC=C(C=C1)C1=NNC(C1)=O (3-(4-acetylaminophenyl)-2-pyrazolin-5-one). RXN SMILES: [NH2:1][C:2]1[CH:15]=[CH:14][C:5]([C:6]([CH2:8][C:9]([O:11]CC)=O)=O)=[CH:4][CH:3]=1.[C:16]([O:19]C(=O)C)(=O)[CH3:17].O.[NH2:24][NH2:25]>C(#N)C>[C:16]([NH:1][C:2]1[CH:3]=[CH:4][C:5]([C:6]2[CH2:8][C:9](=[O:11])[NH:25][N:24]=2)=[CH:14][CH:15]=1)(=[O:19])[CH3:17] |f:2.3|. Reported procedure: In 440 ml of acetonitrile was dissolved 146 g of ethyl p-aminobenzoylacetate, and 70 ml of acetic anhydride was added dropwise to the solution at 40° C. After reacting at 40° C. for 1 hour, 48.8 g of 80% hydrazine hydrate was added thereto dropwise. After heat generation subsided, the reaction was further continued at a temperature between 55° C. and 60° C. for 1 hour. The reaction mixture was cooled to 5° C., and the precipitated crystals were filtered to yield 148 g of 3-(4-acetylaminophenyl)-... Starting materials: CC1=C(C=NO1)C(=O)Cl (5-methyl-4-isoxazolecarboxylic acid chloride), N1CCOCC1 (morpholine). Yields the product CC1=C(C=NO1)C(=O)N1CCOCC1 (N-(5-Methyl-4-isoxazolylcarbonyl)-morpholine). Reaction SMILES: [CH3:1][C:2]1[O:6][N:5]=[CH:4][C:3]=1[C:7](Cl)=[O:8].[NH:10]1[CH2:15][CH2:14][O:13][CH2:12][CH2:11]1>>[CH3:1][C:2]1[O:6][N:5]=[CH:4][C:3]=1[C:7]([N:10]1[CH2:15][CH2:14][O:13][CH2:12][CH2:11]1)=[O:8]. Procedure: of melting point 42° to 44° C., prepared from 5-methyl-4-isoxazolecarboxylic acid chloride and morpholine. Starting materials: Cl.Cl.C(C)C1(OCCC2=C1C=C(C(=C2)OC)OC)CCN2CCNCC2 (1-[2-(1-ethyl-3,4-dihydro-6,7-dimethoxy-1H-2-benzopyran-1-yl)ethyl]piperazine dihydrochloride), FC1=CC=C(C=C1)C(CCCCl)C1=CC=C(C=C1)F (1,1-bis(4-fluorophenyl)-4-chlorobutane), C([O-])([O-])=O.[K+].[K+] (potassium carbonate), [I-] (iodide), CN(C=O)C (dimethylformamide). Reaction conditions: temperature 100 celsius. Product: C(\C=C/C(=O)O)(=O)O.C(C)C1(OCCC2=C1C=C(C(=C2)OC)OC)CCN2CCN(CC2)CCCC(C2=CC=C(C=C2)F)C2=CC=C(C=C2)F (1-[2-(1-ethyl-3,4-dihydro-6,7-dimethoxy-1H-2-benzopyran1-yl)ethyl]-4-[4,4-bis(4-fluorophenyl)butyl]-piperazine (Z)-2-butenedioate). The yield is 54.8%. RXN SMILES: Cl.Cl.[CH2:3]([C:5]1([CH2:19][CH2:20][N:21]2[CH2:26][CH2:25][NH:24][CH2:23][CH2:22]2)[C:10]2[CH:11]=[C:12]([O:17][CH3:18])[C:13]([O:15][CH3:16])=[CH:14][C:9]=2[CH2:8][CH2:7][O:6]1)[CH3:4].[F:27][C:28]1[CH:33]=[CH:32][C:31]([CH:34]([C:39]2[CH:44]=[CH:43][C:42]([F:45])=[CH:41][CH:40]=2)[CH2:35][CH2:36][CH2:37]Cl)=[CH:30][CH:29]=1.[C:46](=[O:49])([O-:48])[O-].[K+].[K+].[I-].CN(C)C=[O:56]>>[C:13]([OH:15])(=[O:56])/[CH:14]=[CH:9]\[C:46]([OH:48])=[O:49].[CH2:3]([C:5]1([CH2:19][CH2:20][N:21]2[CH2:22][CH2:23][N:24]([CH2:37][CH2:36][CH2:35][CH:34]([C:31]3[CH:30]=[CH:29][C:28]([F:27])=[CH:33][CH:32]=3)[C:39]3[CH:44]=[CH:43][C:42]([F:45])=[CH:41][CH:40]=3)[CH2:25][CH2:26]2)[C:10]2[CH:11]=[C:12]([O:17][CH3:18])[C:13]([O:15][CH3:16])=[CH:14][C:9]=2[CH2:8][CH2:7][O:6]1)[CH3:4] |f:0.1.2,4.5.6,9.10|. Procedure: A mixture of 6.2 g of crude 1-[2-(1-ethyl-3,4-dihydro-6,7-dimethoxy-1H-2-benzopyran-1-yl)ethyl]piperazine dihydrochloride, 6.8 g of 1,1-bis(4-fluorophenyl)-4-chlorobutane, 6.6 g of potassium carbonate and 2.9 g of potassiun iodide in 200 ml of dimethylformamide was heated at 100° C. for 2 h. After hydrolysis the mixture was extracted with a mixture of diethyl ether and ethyl acetate. After drying and evaporation the dimaleate was prepared in absolute ethanol to give 8 g (54.8%) of 1-[2-(1-ethyl-... Reactants: C(C)N1C(N(C2=C1C=CC(=C2)C(C#N)C(C=2C=C(C=CC2)C)=O)CC)=O (2-(1,3-Diethyl-2-oxo-2,3-dihydro-1H-benzoimidazol-5-yl)-3-oxo-3-m-tolyl-propionitrile), Cl.NO (hydroxylamine hydrochloride). Run in N1=CC=CC=C1 (pyridine). Conditions: temperature 30 celsius, time 3 hour. The product is NC1=C(C(=NO1)C=1C=C(C=CC1)C)C1=CC2=C(N(C(N2CC)=O)CC)C=C1 (5-(5-Amino-3-m-tolyl-isoxazol-4-yl)-1,3-diethyl-1,3-dihydro-benzoimidazol-2-one). Yield: 72.1%. As a reaction SMILES: [CH2:1]([N:3]1[C:7]2[CH:8]=[CH:9][C:10]([CH:12]([C:15](=O)[C:16]3[CH:17]=[C:18]([CH3:22])[CH:19]=[CH:20][CH:21]=3)[C:13]#[N:14])=[CH:11][C:6]=2[N:5]([CH2:24][CH3:25])[C:4]1=[O:26])[CH3:2].Cl.[NH2:28][OH:29]>N1C=CC=CC=1>[NH2:14][C:13]1[O:29][N:28]=[C:15]([C:16]2[CH:17]=[C:18]([CH3:22])[CH:19]=[CH:20][CH:21]=2)[C:12]=1[C:10]1[CH:9]=[CH:8][C:7]2[N:3]([CH2:1][CH3:2])[C:4](=[O:26])[N:5]([CH2:24][CH3:25])[C:6]=2[CH:11]=1 |f:1.2|. Procedure details: To a pyridine (1.5 mL) solution of 2-(1,3-Diethyl-2-oxo-2,3-dihydro-1H-benzoimidazol-5-yl)-3-oxo-3-m-tolyl-propionitrile (0.113 g) at 23° C. was added hydroxylamine hydrochloride (0.071 g). The reaction was heated to 30° C. for 1 hour then to 55° C. for 3 hours, cooled and extracted into ethyl acetate from 10% citric acid. The organic layer was dried over sodium sulfate and concentrated. The resulting powder was triturated with methanol and filtered to give 5-(5-Amino-3-m-tolyl-isoxazol-4-yl)-1,...